From a dataset of the Open Reaction Database (ORD), a public repository of structured organic reaction records. describe an organic reaction: reactants, conditions, products, and yield Run in C1CCOC1 (THF), ClCCl (dichloromethane). As a reaction SMILES: [NH2:1][CH2:2][C:3]1[CH:8]=[CH:7][C:6]([N:9]2[CH2:13][CH:12]([CH2:14][NH:15][C:16]([C:18]3[S:19][C:20]([Cl:23])=[CH:21][CH:22]=3)=[O:17])[O:11][C:10]2=[O:24])=[CH:5][CH:4]=1.N1C=CC=CC=1.[C:31](OC(=O)C)(=[O:33])[CH3:32].CCOCC>C1COCC1.ClCCl>[C:31]([NH:1][CH2:2][C:3]1[CH:8]=[CH:7][C:6]([N:9]2[CH2:13][CH:12]([CH2:14][NH:15][C:16]([C:18]3[S:19][C:20]([Cl:23])=[CH:21][CH:22]=3)=[O:17])[O:11][C:10]2=[O:24])=[CH:5][CH:4]=1)(=[O:33])[CH3:32]. Reactants: NCC1=CC=C(C=C1)N1C(OC(C1)CNC(=O)C=1SC(=CC1)Cl)=O (N-({3-[4-(aminomethyl)phenyl]-2-oxo-1,3-oxazolidin-5-yl}methyl)-5-chloro-2-thiophene-carboxamide), N1=CC=CC=C1 (pyridine), CCOCC (ether), C(C)(=O)OC(C)=O (acetic anhydride). Procedure details: At 0° C., a mixture of 30 mg (0.082 mmol) of N-({3-[4-(aminomethyl)phenyl]-2-oxo-1,3-oxazolidin-5-yl}methyl)-5-chloro-2-thiophene-carboxamide (from Example 148) in 1.5 ml of absolute THF and 1.0 ml of absolute dichloromethane, and 0.02 ml of absolute pyridine is mixed with acetic anhydride (0.015 ml, 0.164 mmol). The mixture is stirred at room temperature overnight. Addition of ether and crystallization affords the product. Yield: 30 mg (87% of theory), The product is C(C)(=O)NCC1=CC=C(C=C1)N1C(OC(C1)CNC(=O)C=1SC(=CC1)Cl)=O (N-[(3-{-4-[(Acetylamino)methyl]phenyl}-2-oxo-1,3-oxazolidin-5-yl)methyl]-5-chloro-2-thiophenecarboxamide). Conditions: time 8 hour. Reactants: ClC1=NC=C(C=C1C(=O)N[C@@H](C)C1=CC=C(C(=O)OC(C)(C)C)C=C1)Cl (tert-Butyl 4-((1S)-1-{[(2,5-dichloropyridin-3-yl)carbonyl]amino}ethyl)benzoate), N1=CC=C(C=C1)C1=CC=C(C=C1)O (4-pyridin-4-ylphenol). Product: ClC=1C=C(C(=NC1)OC1=CC=C(C=C1)C1=CC=NC=C1)C(=O)N[C@@H](C)C1=CC=C(C(=O)O)C=C1 (4-[(1S)-1-({[5-CHLORO-2-(4-PYRIDIN-4-YLPHENOXY)PYRIDIN-3-YL]CARBONYL}AMINO)ETHYL]BENZOIC ACID). RXN SMILES: Cl[C:2]1[C:7]([C:8]([NH:10][C@H:11]([C:13]2[CH:25]=[CH:24][C:16]([C:17]([O:19]C(C)(C)C)=[O:18])=[CH:15][CH:14]=2)[CH3:12])=[O:9])=[CH:6][C:5]([Cl:26])=[CH:4][N:3]=1.[N:27]1[CH:32]=[CH:31][C:30]([C:33]2[CH:38]=[CH:37][C:36]([OH:39])=[CH:35][CH:34]=2)=[CH:29][CH:28]=1>>[Cl:26][C:5]1[CH:6]=[C:7]([C:8]([NH:10][C@H:11]([C:13]2[CH:14]=[CH:15][C:16]([C:17]([OH:19])=[O:18])=[CH:24][CH:25]=2)[CH3:12])=[O:9])[C:2]([O:39][C:36]2[CH:35]=[CH:34][C:33]([C:30]3[CH:29]=[CH:28][N:27]=[CH:32][CH:31]=3)=[CH:38][CH:37]=2)=[N:3][CH:4]=1. Procedure details: The title compound was prepared according to the procedure described in step 2 of Example 45 from tert-butyl 4-((1S)-1-{[(2,5-dichloropyridin-3-yl)carbonyl]amino}ethyl)benzoate (step 1 of Example 45) and 4-pyridin-4-ylphenol (J. Med. Chem. 2003, 46, 3709): 1H-NMR (CDCl3) δ 8.68 (2H, d, J=6.0 Hz), 8.57 (1H, d, J=2.6 Hz), 8.16 (1H, d, J=2.6 Hz), 8.10 (1H, d, J=7.9 Hz), 7.96 (2H, d, J=8.2 Hz), 7.73 (2H, d, J=8.7 Hz), 7.52 (2H, d, J=6.0 Hz), 7.41 (2H, d, J=8.2 Hz), 7.29 (2H, d, J=8.7 Hz), 5.38 (1H, ... Product: C(C)OCO[C@@H]1C[C@@H]2C(C[C@H]3[C@@H]4C[C@H]5[C@H]([C@H](C)[C@]6(O5)CC[C@@H](C)CO6)[C@]4(CC[C@@H]3[C@]2(CC1)C)C)=O ((3β,5α,25R)-3-ethoxymethoxy-spirostan-6-one). Run in ClCCl (dichloromethane). Procedure: Pyridinium chlorochromate (1.98 g, 9.20 mmol) was added to a mixture of (3β,5α,6α,25R)-3-ethoxy methoxy-6-hydroxyspirostane (0.90 g, 1.8 mmol) and celite (8.0 g) in anhydrous dichloromethane at 0° C. The reaction mixture was gradually warmed to ambient temperature over 1 hour and allowed to stir for an additional 5 hours. The reaction mixture was then filtered through a plug of silica gel using ether as the eluent. The combined ether fractions were concentrated in vacuo to afford 0.80 g (91%) of... Isolated yield 90.9%. The reactants are [Cr](=O)(=O)([O-])Cl.[NH+]1=CC=CC=C1 (Pyridinium chlorochromate), C(C)OCO[C@@H]1C[C@@H]2[C@H](C[C@H]3[C@@H]4C[C@H]5[C@H]([C@H](C)[C@]6(O5)CC[C@@H](C)CO6)[C@]4(CC[C@@H]3[C@]2(CC1)C)C)O ((3β,5α,6α,25R)-3-ethoxy methoxy-6-hydroxyspirostane). Reaction conditions: time 5 hour. As a reaction SMILES: [Cr](Cl)([O-])(=O)=O.[NH+]1C=CC=CC=1.[CH2:12]([O:14][CH2:15][O:16][C@H:17]1[CH2:43][CH2:42][C@@:41]2([CH3:44])[C@@H:19]([C@@H:20]([OH:46])[CH2:21][C@@H:22]3[C@@H:40]2[CH2:39][CH2:38][C@@:37]2([CH3:45])[C@H:23]3[CH2:24][C@@H:25]3[O:30][C@@:29]4([O:36][CH2:35][C@H:33]([CH3:34])[CH2:32][CH2:31]4)[C@@H:27]([CH3:28])[C@@H:26]32)[CH2:18]1)[CH3:13]>ClCCl>[CH2:12]([O:14][CH2:15][O:16][C@H:17]1[CH2:43][CH2:42][C@@:41]2([CH3:44])[C@@H:19]([C:20](=[O:46])[CH2:21][C@@H:22]3[C@@H:40]2[CH2:39][CH2:38][C@@:37]2([CH3:45])[C@H:23]3[CH2:24][C@@H:25]3[O:30][C@@:29]4([O:36][CH2:35][C@H:33]([CH3:34])[CH2:32][CH2:31]4)[C@@H:27]([CH3:28])[C@@H:26]32)[CH2:18]1)[CH3:13] |f:0.1|. Reactants: Cl.N[C@@H](CCCCN)C(=O)O (lysine monohydrochloride), C(CCC(=O)[O-])(=O)[O-].[Mg+2] (magnesium succinate), O.N[C@@H](CCCCN)C(=O)O (lysine monohydrate). Run in O (water). Reaction conditions: temperature -20 celsius, time 5 minute. The product is C(CCC(=O)[O-])(=O)[O-].[Mg+2].N[C@@H](CCCCN)C(=O)O (Lysine Magnesium Succinate). RXN SMILES: O.[NH2:2][C@H:3]([C:9]([OH:11])=[O:10])[CH2:4][CH2:5][CH2:6][CH2:7][NH2:8].Cl.N[C@H](C(O)=O)CCCCN.[C:23]([O-:30])(=[O:29])[CH2:24][CH2:25][C:26]([O-:28])=[O:27].[Mg+2:31]>O>[C:23]([O-:30])(=[O:29])[CH2:24][CH2:25][C:26]([O-:28])=[O:27].[Mg+2:31].[NH2:2][C@H:3]([C:9]([OH:11])=[O:10])[CH2:4][CH2:5][CH2:6][CH2:7][NH2:8] |f:0.1,2.3,4.5,7.8.9|. Reported procedure: Dissolve 10.0 grams of lysine monohydrate in 10 ml of hot water (60° C.). Add 11.1 grams of lysine monohydrochloride and 17.1 grams of magnesium succinate and bring to a boil for 5 minutes. This viscous gel is then frozen in a freezer at -20° C. for 5 minutes. The frozen solid gives a bright blue green phosphorescence when excited under a long wave UV light with a lifetime of 15-20 seconds similar to the dried solid. Starting materials: C(C)(=O)OCC.CCCCCC (ethyl acetate hexane), CC(=O)C.OS(=O)(=O)O.O=[Cr](=O)=O (Jones' reagent), C(C)(C)(C)C1=C(C=C(C=C1)C=O)NC(CC(CCCCC)C1=C(C=CC=C1)C(F)(F)F)=O (N-(2-t-butyl-5-formylphenyl)-3-(2-trifluoromethylphenyl)octanamide), CC(=O)C (acetone). Conditions: time 1 hour. Yields the product C(C)(C)(C)C1=C(C=C(C=C1)C(=O)O)C(C(=O)N)C(CCCCC)C1=C(C=CC=C1)C(F)(F)F (2-t-Butyl-5-carboxyphenyl-3-(2-trifluoromethylphenyl)octanamide). Yield: 90.0%. Reaction SMILES: [CH3:1][C:2]([CH3:4])=O.OS(O)(=O)=O.O=[Cr](=O)=O.C(C1C=CC(C=O)=CC=1[NH:26][C:27](=[O:45])[CH2:28][CH:29]([C:35]1[CH:40]=[CH:39][CH:38]=[CH:37][C:36]=1[C:41]([F:44])([F:43])[F:42])[CH2:30][CH2:31][CH2:32][CH2:33][CH3:34])(C)(C)C.[C:46]([O:49]CC)(=[O:48])[CH3:47].C[CH2:53][CH2:54][CH2:55][CH2:56][CH3:57].[CH3:58]C(C)=O>>[C:2]([C:55]1[CH:54]=[CH:53][C:47]([C:46]([OH:49])=[O:48])=[CH:57][C:56]=1[CH:28]([CH:29]([C:35]1[CH:40]=[CH:39][CH:38]=[CH:37][C:36]=1[C:41]([F:43])([F:44])[F:42])[CH2:30][CH2:31][CH2:32][CH2:33][CH3:34])[C:27]([NH2:26])=[O:45])([CH3:4])([CH3:58])[CH3:1] |f:0.1.2,4.5|. Procedure: 1.2 ml of 1.6 M Jones' reagent were added to a solution of 426 mg (1.0 mmol) of N-(2-t-butyl-5-formylphenyl)-3-(2-trifluoromethylphenyl)octanamide (prepared as described in Preparation 20) in 8 ml of acetone, whilst ice-cooling, and the resulting mixture was stirred at room temperature for 1 hour. At the end of this time, the reaction mixture was washed three times with water and then once with a saturated aqueous solution of sodium chloride, after which it was dried over anhydrous sodium sulfat... The reactants are [H-].[Na+] (sodium hydride), COC1=CC=C(C=O)C=C1 (p-methoxybenzaldehyde), CS(=O)C (dimethyl sulfoxide), [I-].C[S+](C)C (Trimethylsulfonium iodide). The solvent is O (water), O1CCCC1 (tetrahydrofuran), O1CCCC1 (tetrahydrofuran). Run at temperature -5 celsius, time 1 hour. Product: COC1=CC=C(C2CO2)C=C1 (p-methoxystyrene oxide). Reaction SMILES: [H-].[Na+].CS(C)=O.[I-].[CH3:8][S+](C)C.[CH3:12][O:13][C:14]1[CH:21]=[CH:20][C:17]([CH:18]=[O:19])=[CH:16][CH:15]=1>O.O1CCCC1>[CH3:12][O:13][C:14]1[CH:21]=[CH:20][C:17]([CH:18]2[O:19][CH2:8]2)=[CH:16][CH:15]=1 |f:0.1,3.4|. Reported procedure: A suspension of 4.84 g. of sodium hydride (57% mineral oil dispersion) in 70 ml. of dry dimethyl sulfoxide is heated at about 65° C. under argon with stirring for one hour. Dry tetrahydrofuran (75 ml.) is added and the resulting solution is cooled to -5° C. Trimethylsulfonium iodide (19 g., 92.8 mmole) is added very slowly and stirring is continued for about five minutes. A solution of 12.6 g. (92.8 mmole) of p-methoxybenzaldehyde in 120 ml. of tetrahydrofuran is added and the temperature is mai... Starting materials: CC(=O)c1cccc(-c2ccccc2)n1, Cn1c(NN)nc2ccccc21, CC(=O)O, CO. The product is CC(=NNc1nc2ccccc2n1C)c1cccc(-c2ccccc2)n1. Reaction SMILES: [C:1]([CH3:2])(=[O:3])[c:4]1[n:5][c:6](-[c:10]2[cH:11][cH:12][cH:13][cH:14][cH:15]2)[cH:7][cH:8][cH:9]1.[CH3:16][n:17]1[c:18]([NH:26][NH2:27])[n:19][c:20]2[c:21]1[cH:22][cH:23][cH:24][cH:25]2.[CH3:28][C:29](=[O:30])[OH:31].[CH3:32][OH:33]>>[C:1]([CH3:2])([c:4]1[n:5][c:6](-[c:10]2[cH:11][cH:12][cH:13][cH:14][cH:15]2)[cH:7][cH:8][cH:9]1)=[N:27][NH:26][c:18]1[n:17]([CH3:16])[c:21]2[c:20]([n:19]1)[cH:25][cH:24][cH:23][cH:22]2. Reactants: C(C)OC(=O)C=1C(C2=C(N=C(N=C2)NC2=CC(=CC=C2)CN(C)C)N(C1)C=1C=C2CCCC2=CC1)=O (2-(3-Dimethylaminomethyl-phenylamino)-8-indan-5-yl-5-oxo-5,8-dihydro-pyrido[2,3-d]pyrimidine-6-carboxylic acid ethyl ester), C(C)N (ethylamine). Solvent: CO (MeOH). Conditions: temperature 80 celsius, time 16 hour. Yields the product CNC(=O)C=1C(C2=C(N=C(N=C2)NC2=CC(=CC=C2)CN(C)C)N(C1)C=1C=C2CCCC2=CC1)=O (2-(3-dimethylaminomethyl-phenylamino)-8-indan-5-yl-5-oxo-5,8-dihydro-pyrido[2,3-d]pyrimidine-6-carboxylic acid methylamide). Isolated yield 14.0%. As a reaction SMILES: C([O:3][C:4]([C:6]1[C:7](=[O:36])[C:8]2[CH:13]=[N:12][C:11]([NH:14][C:15]3[CH:20]=[CH:19][CH:18]=[C:17]([CH2:21][N:22]([CH3:24])[CH3:23])[CH:16]=3)=[N:10][C:9]=2[N:25]([C:27]2[CH:28]=[C:29]3[C:33](=[CH:34][CH:35]=2)[CH2:32][CH2:31][CH2:30]3)[CH:26]=1)=O)C.[CH2:37]([NH2:39])C>CO>[CH3:37][NH:39][C:4]([C:6]1[C:7](=[O:36])[C:8]2[CH:13]=[N:12][C:11]([NH:14][C:15]3[CH:20]=[CH:19][CH:18]=[C:17]([CH2:21][N:22]([CH3:23])[CH3:24])[CH:16]=3)=[N:10][C:9]=2[N:25]([C:27]2[CH:28]=[C:29]3[C:33](=[CH:34][CH:35]=2)[CH2:32][CH2:31][CH2:30]3)[CH:26]=1)=[O:3]. Procedure details: 2-(3-Dimethylaminomethyl-phenylamino)-8-indan-5-yl-5-oxo-5,8-dihydro-pyrido[2,3-d]pyrimidine-6-carboxylic acid ethyl ester (15 mg, 0.032 mmol) was dissolved in MeOH (1 mL) and ethylamine (1 mL of 1.0 M solution in THF, 1.0 mmol) was added and the reaction mixture was heated at 80° C. After 16 h, the solution was cooled to it and purified by preparative HPLC (C-18 column, 32 mL/min 5-100% MeCN/H2O gradient over 15 min) and lyophilized to provide 2.1 mg of 2-(3-dimethylaminomethyl-phenylamino)-8-i... The reactants are C[S-], CCOC(C)=O, COc1cc(N2CCC(CCI)CC2)c(C)cc1[N+](=O)[O-], [Na+], CN(C)C=O. Product: COc1cc(N2CCC(CCSC)CC2)c(C)cc1[N+](=O)[O-]. RXN SMILES: [CH3:22][S-:23].[CH3:30][CH2:31][O:32][C:33]([CH3:34])=[O:35].[I:1][CH2:2][CH2:3][CH:4]1[CH2:5][CH2:6][N:7]([c:10]2[c:11]([CH3:21])[cH:12][c:13]([N+:18](=[O:19])[O-:20])[c:14]([O:16][CH3:17])[cH:15]2)[CH2:8][CH2:9]1.[Na+:24].[O:25]=[CH:26][N:27]([CH3:28])[CH3:29]>>[CH2:2]([CH2:3][CH:4]1[CH2:5][CH2:6][N:7]([c:10]2[c:11]([CH3:21])[cH:12][c:13]([N+:18](=[O:19])[O-:20])[c:14]([O:16][CH3:17])[cH:15]2)[CH2:8][CH2:9]1)[S:23][CH3:22].